Dataset: the Open Reaction Database (ORD), a public repository of structured organic reaction records. Task: describe an organic reaction: reactants, conditions, products, and yield The reactants are CONC(OC)=O (methyl N-methoxycarbamate), [H-].[Na+] (sodium hydride), O (water), BrC=1C=C(CBr)C=CC1 (3-bromobenzyl bromide). Solvent: CN(C=O)C (N,N-dimethylformamide). Run at time 3 hour. Product: CON(C(OC)=O)CC1=CC(=CC=C1)Br (methyl N-methoxy-N-(3-bromobenzyl)carbamate). Yield: 455.0%. As a reaction SMILES: [CH3:1][O:2][NH:3][C:4](=[O:7])[O:5][CH3:6].[H-].[Na+].[Br:10][C:11]1[CH:12]=[C:13]([CH:16]=[CH:17][CH:18]=1)[CH2:14]Br.O>CN(C)C=O>[CH3:1][O:2][N:3]([CH2:14][C:13]1[CH:16]=[CH:17][CH:18]=[C:11]([Br:10])[CH:12]=1)[C:4](=[O:7])[O:5][CH3:6] |f:1.2|. Procedure details: 2.52 g of methyl N-methoxycarbamate in N,N-dimethylformamide (30 ml) was stirred together with 1.15 g of 60% sodium hydride at room temperature for 30 minutes. 1.00 g of 3-bromobenzyl bromide was added dropwise at room temperature, and the resulting solution was stirred for 3 hours. After the reaction, the reaction solution was poured into water and extracted with ethyl acetate, and the organic layer was separated, dried over anhydrous magnesium sulfate and evaporated under reduced pressure for ...